describe an organic reaction: reactants, conditions, products, and yield From a dataset of the Open Reaction Database (ORD), a public repository of structured organic reaction records. Starting materials: Cc1ccc(C2(CC#N)CCN(C(=O)OC(C)(C)C)CC2)cc1C, CCO, [K+], [OH-], O. Yields the product Cc1ccc(C2(CC(=O)O)CCN(C(=O)OC(C)(C)C)CC2)cc1C. As a reaction SMILES: [C:4](#[N:5])[CH2:6][C:7]1([c:20]2[cH:21][c:22]([CH3:27])[c:23]([CH3:26])[cH:24][cH:25]2)[CH2:8][CH2:9][N:10]([C:13](=[O:14])[O:15][C:16]([CH3:17])([CH3:18])[CH3:19])[CH2:11][CH2:12]1.[CH3:28][CH2:29][OH:30].[K+:3].[OH-:2].[OH2:1]>>[O:1]=[C:4]([OH:2])[CH2:6][C:7]1([c:20]2[cH:21][c:22]([CH3:27])[c:23]([CH3:26])[cH:24][cH:25]2)[CH2:8][CH2:9][N:10]([C:13](=[O:14])[O:15][C:16]([CH3:17])([CH3:18])[CH3:19])[CH2:11][CH2:12]1. Starting materials: C(C)SC1=C(C(=O)NC=2C(=NC=C(C2)C)NC)C=CC=C1 (2-ethylsulfanyl-N-(5-methyl-2-methylaminopyridin-3-yl)-benzamide), P(=O)([O-])([O-])[O-].[K+].[K+].[K+] (tripotassium phosphate), C(C)(C)(C)O (tert-butanol). Solvent: O (water). Reaction conditions: temperature 82 celsius. Product: C(C)SC1=C(C=CC=C1)C1=NC=2C(=NC=C(C2)C)N1C (2-(2-ethylsulfanylphenyl)-3,6-dimethyl-3H-imidazo[4,5-b]pyridine). Isolated yield 20.5%. RXN SMILES: [CH2:1]([S:3][C:4]1[CH:21]=[CH:20][CH:19]=[CH:18][C:5]=1[C:6]([NH:8][C:9]1[C:10]([NH:16][CH3:17])=[N:11][CH:12]=[C:13]([CH3:15])[CH:14]=1)=O)[CH3:2].P([O-])([O-])([O-])=O.[K+].[K+].[K+].C(O)(C)(C)C>O>[CH2:1]([S:3][C:4]1[CH:21]=[CH:20][CH:19]=[CH:18][C:5]=1[C:6]1[N:16]([CH3:17])[C:10]2=[N:11][CH:12]=[C:13]([CH3:15])[CH:14]=[C:9]2[N:8]=1)[CH3:2] |f:1.2.3.4|. Procedure details: A mixture of 2-ethylsulfanyl-N-(5-methyl-2-methylaminopyridin-3-yl)-benzamide (1.40 g), tripotassium phosphate (1.97 g), and tert-butanol (10 ml) was stirred under reflux at 82° C. for 2 hours. Into the reaction mixture cooled to room temperature, water was poured, and extracted with ethyl acetate. The organic layer was dried over magnesium sulfate, and concentrated under reduced pressure. The resulting residue was subjected to silica gel column chromatography to give 0.27 g of 2-(2-ethylsulfany... The reactants are C1CCOC1, CO, CCOC(=O)C1CCCN(Cc2ccc(Cl)cc2)C1, [Li+], [OH-], O. Yields the product O=C(O)C1CCCN(Cc2ccc(Cl)cc2)C1. RXN SMILES: [CH2:23]1[O:24][CH2:25][CH2:26][CH2:27]1.[CH3:28][OH:29].[Cl:3][c:4]1[cH:5][cH:6][c:7]([CH2:8][N:9]2[CH2:10][CH:11]([C:12](=[O:13])[O:14][CH2:15][CH3:16])[CH2:17][CH2:18][CH2:19]2)[cH:20][cH:21]1.[Li+:2].[OH-:1].[OH2:22]>>[Cl:3][c:4]1[cH:5][cH:6][c:7]([CH2:8][N:9]2[CH2:10][CH:11]([C:12](=[O:13])[OH:14])[CH2:17][CH2:18][CH2:19]2)[cH:20][cH:21]1. Reactants: CCOC(C)=O, CNC(=O)c1cc(I)cc(C)c1NC(=O)c1cc(C(F)(F)F)nn1-c1ncccc1Cl, N#C[Cu], [Cu]I, C1CCOC1. The product is CNC(=O)c1cc(C#N)cc(C)c1NC(=O)c1cc(C(F)(F)F)nn1-c1ncccc1Cl. RXN SMILES: [CH3:40][CH2:41][O:42][C:43](=[O:44])[CH3:45].[Cl:1][c:2]1[c:3](-[n:8]2[n:9][c:10]([C:28]([F:29])([F:30])[F:31])[cH:11][c:12]2[C:13](=[O:14])[NH:15][c:16]2[c:17]([CH3:27])[cH:18][c:19]([I:26])[cH:20][c:21]2[C:22](=[O:23])[NH:24][CH3:25])[n:4][cH:5][cH:6][cH:7]1.[Cu:32][C:33]#[N:34].[Cu:46][I:47].[O:35]1[CH2:36][CH2:37][CH2:38][CH2:39]1>>[Cl:1][c:2]1[c:3](-[n:8]2[n:9][c:10]([C:28]([F:29])([F:30])[F:31])[cH:11][c:12]2[C:13](=[O:14])[NH:15][c:16]2[c:17]([CH3:27])[cH:18][c:19]([C:33]#[N:34])[cH:20][c:21]2[C:22](=[O:23])[NH:24][CH3:25])[n:4][cH:5][cH:6][cH:7]1. Starting materials: COC(=O)C(CC(C)C)NC(=O)CC(O)CC(O)C=CC(=C(c1ccc(F)cc1)c1ccc(F)cc1)c1nnnn1C, [Na+], C1COCCO1, [OH-], O. Product: CC(C)CC(NC(=O)CC(O)CC(O)C=CC(=C(c1ccc(F)cc1)c1ccc(F)cc1)c1nnnn1C)C(=O)O. Reaction SMILES: [F:1][c:2]1[cH:3][cH:4][c:5]([C:8](=[C:9]([CH:10]=[CH:11][CH:12]([CH2:13][CH:14]([CH2:15][C:16](=[O:17])[NH:18][CH:19]([CH2:20][CH:21]([CH3:22])[CH3:23])[C:24](=[O:25])[O:26][CH3:27])[OH:28])[OH:29])[c:30]2[n:31][n:32][n:33][n:34]2[CH3:35])[c:36]2[cH:37][cH:38][c:39]([F:42])[cH:40][cH:41]2)[cH:6][cH:7]1.[Na+:44].[O:46]1[CH2:47][CH2:48][O:49][CH2:50][CH2:51]1.[OH-:43].[OH2:45]>>[F:1][c:2]1[cH:3][cH:4][c:5]([C:8](=[C:9]([CH:10]=[CH:11][CH:12]([CH2:13][CH:14]([CH2:15][C:16](=[O:17])[NH:18][CH:19]([CH2:20][CH:21]([CH3:22])[CH3:23])[C:24](=[O:25])[OH:26])[OH:28])[OH:29])[c:30]2[n:31][n:32][n:33][n:34]2[CH3:35])[c:36]2[cH:37][cH:38][c:39]([F:42])[cH:40][cH:41]2)[cH:6][cH:7]1. Reactants: CCOC(C)=O, CC(C)c1cc(OCC(=O)OCc2ccccc2)cc2c1C(=O)N(COC(=O)c1c(Cl)cccc1Cl)S2(=O)=O, [H][H]. Yields the product CC(C)c1cc(OCC(=O)O)cc2c1C(=O)N(COC(=O)c1c(Cl)cccc1Cl)S2(=O)=O. RXN SMILES: [CH3:42][CH2:43][O:44][C:45](=[O:46])[CH3:47].[Cl:1][c:2]1[c:3]([C:4](=[O:5])[O:6][CH2:7][N:8]2[S:9](=[O:10])(=[O:11])[c:12]3[cH:13][c:14]([O:23][CH2:24][C:25](=[O:26])[O:27][CH2:28][c:29]4[cH:30][cH:31][cH:32][cH:33][cH:34]4)[cH:15][c:16]([CH:20]([CH3:21])[CH3:22])[c:17]3[C:18]2=[O:19])[c:35]([Cl:39])[cH:36][cH:37][cH:38]1.[H:40][H:41]>>[Cl:1][c:2]1[c:3]([C:4](=[O:5])[O:6][CH2:7][N:8]2[S:9](=[O:10])(=[O:11])[c:12]3[cH:13][c:14]([O:23][CH2:24][C:25](=[O:26])[OH:27])[cH:15][c:16]([CH:20]([CH3:21])[CH3:22])[c:17]3[C:18]2=[O:19])[c:35]([Cl:39])[cH:36][cH:37][cH:38]1. Reactants: [Li]CCCC, C1CCOC1, CCCCCC, COCOc1cccnc1, CCOC(=O)CP(=O)(OCC)OCC, [H-], [Na+], CN(C)C=O. The product is CCOC(=O)C=Cc1ccncc1OCOC. As a reaction SMILES: [CH2:11]([Li:12])[CH2:13][CH2:14][CH3:15].[CH2:43]1[O:44][CH2:45][CH2:46][CH2:47]1.[CH3:16][CH2:17][CH2:18][CH2:19][CH2:20][CH3:21].[CH3:1][O:2][CH2:3][O:4][c:5]1[cH:6][n:7][cH:8][cH:9][cH:10]1.[CH3:27][CH2:28][O:29][C:30](=[O:31])[CH2:32][P:33]([O:34][CH2:35][CH3:36])([O:37][CH2:38][CH3:39])=[O:40].[H-:41].[Na+:42].[O:22]=[CH:23][N:24]([CH3:25])[CH3:26]>>[CH3:1][O:2][CH2:3][O:4][c:5]1[cH:6][n:7][cH:8][cH:9][c:10]1[CH:11]=[CH:32][C:30]([O:29][CH2:28][CH3:27])=[O:31].